This data is from the Open Reaction Database (ORD), a public repository of structured organic reaction records. The task is: describe an organic reaction: reactants, conditions, products, and yield As a reaction SMILES: C(OC([N:8]1[C:16]2[C:11](=[CH:12][CH:13]=[CH:14][CH:15]=2)[CH:10]=[C:9]1[C:17]1[CH:22]=[C:21]([C:23]2[CH:28]=[C:27]([CH2:29][NH:30][CH3:31])[C:26]([O:32]COCC[Si](C)(C)C)=[C:25]([O:41][CH3:42])[CH:24]=2)[N:20]=[N:19][C:18]=1[O:43]C)=O)(C)(C)C.FC(F)(F)C(O)=O>ClCCl>[OH:32][C:26]1[C:27]([CH2:29][NH:30][CH3:31])=[CH:28][C:23]([C:21]2[CH:22]=[C:17]([C:9]3[NH:8][C:16]4[C:11]([CH:10]=3)=[CH:12][CH:13]=[CH:14][CH:15]=4)[C:18](=[O:43])[NH:19][N:20]=2)=[CH:24][C:25]=1[O:41][CH3:42]. Reported procedure: 118 mg of 2-{3-Methoxy-6-[3-methoxy-5-methylaminomethyl-4-(2-trimethylsilanyl-ethoxymethoxy)-phenyl]-pyridazin-4-yl}-indole-1-carboxylic acid tert-butyl ester is dissolved in 5 ml of dichloromethane and 5 ml of trifluoroacetic acid and the solution is stirred for 4 h at RT. The solvents are removed under reduced pressure. The residue is dissolved in 26 ml of acetonitrile and 117 mg of potassium iodide and 76 mg of chlorotrimethylsilane are added. The reaction is heated to 85° C. for 3 h. The rea... Conditions: temperature 85 celsius. The product is OC1=C(C=C(C=C1CNC)C=1C=C(C(NN1)=O)C=1NC2=CC=CC=C2C1)OC (6-(4-Hydroxy-3-methoxy-5-methylaminomethyl-phenyl)-4-(1H-indol-2-yl)-2H-pyridazin-3-one). Starting materials: C(C)(C)(C)OC(=O)N1C(=CC2=CC=CC=C12)C1=C(N=NC(=C1)C1=CC(=C(C(=C1)CNC)OCOCC[Si](C)(C)C)OC)OC (2-{3-Methoxy-6-[3-methoxy-5-methylaminomethyl-4-(2-trimethylsilanyl-ethoxymethoxy)-phenyl]-pyridazin-4-yl}-indole-1-carboxylic acid tert-butyl ester), FC(C(=O)O)(F)F (trifluoroacetic acid). Solvent: ClCCl (dichloromethane). Starting materials: C(C)(C)(C)OC(=O)N(C1=C(C=CC=C1)C1=CC(=C(C(=O)OC(C)(C)C)C=C1)[N+](=O)[O-])C (tert-butyl 4-(2-((tert-butoxycarbonyl)(methyl)amino)phenyl)-2-nitrobenzoate). The reagents and catalysts are [C].[Pd] (palladium-carbon). Run in C(C)(=O)OCC (ethyl acetate), CO (methanol). Run at time 3 hour. Product: NC1=C(C(=O)OC(C)(C)C)C=CC(=C1)C1=C(C=CC=C1)N(C)C(=O)OC(C)(C)C (tert-butyl 2-amino-4-(2-((tert-butoxycarbonyl)(methyl)amino)phenyl)benzoate). The yield is 90.5%. As a reaction SMILES: [C:1]([O:5][C:6]([N:8]([CH3:31])[C:9]1[CH:14]=[CH:13][CH:12]=[CH:11][C:10]=1[C:15]1[CH:27]=[CH:26][C:18]([C:19]([O:21][C:22]([CH3:25])([CH3:24])[CH3:23])=[O:20])=[C:17]([N+:28]([O-])=O)[CH:16]=1)=[O:7])([CH3:4])([CH3:3])[CH3:2]>C(OCC)(=O)C.CO.[C].[Pd]>[NH2:28][C:17]1[CH:16]=[C:15]([C:10]2[CH:11]=[CH:12][CH:13]=[CH:14][C:9]=2[N:8]([C:6]([O:5][C:1]([CH3:4])([CH3:3])[CH3:2])=[O:7])[CH3:31])[CH:27]=[CH:26][C:18]=1[C:19]([O:21][C:22]([CH3:25])([CH3:24])[CH3:23])=[O:20] |f:3.4|. Reported procedure: To a solution mixture of tert-butyl 4-(2-((tert-butoxycarbonyl)(methyl)amino)phenyl)-2-nitrobenzoate (0.057 g) in ethyl acetate (2.5 mL) and methanol (2.5 mL), 10% palladium-carbon (0.011 g) was added. The mixture was stirred under a hydrogen atmosphere at room temperature for 3 hours. The insoluble substance was removed by filtration, and the solvent was evaporated under reduced pressure. The obtained residue was purified by silica gel column chromatography [eluent: 95-85% hexane/ethyl acetate]... Starting materials: C=O, CC1(C(=O)O)CCNCC1, O. Product: CN1CCC(C)(C(=O)O)CC1. RXN SMILES: [CH2:11]=[O:12].[CH3:1][C:2]1([C:8](=[O:9])[OH:10])[CH2:3][CH2:4][NH:5][CH2:6][CH2:7]1.[OH2:13]>>[CH3:1][C:2]1([C:8](=[O:9])[OH:10])[CH2:3][CH2:4][N:5]([CH3:11])[CH2:6][CH2:7]1. The reactants are N12CCC(CC1)(CC2)CC2C=1CNN3C1C(=CC2=O)C=NC=C3 (7-(quinuclidin-4-ylmethyl)-8,9-dihydro-[1,4]diazepino[6,7,1-hi]indazol-6(7H)-one), Cl (HCl). Run in CO (methanol). The product is Cl.N12CCC(CC1)(CC2)CC2C=1CNN3C1C(=CC2=O)C=NC=C3 (7-(quinuclidin-4-ylmethyl)-8,9-dihydro-[1,4]diazepino[6,7,1-hi]indazol-6(7H)-one hydrochloride). The yield is 100.0%. RXN SMILES: [N:1]12[CH2:8][CH2:7][C:4]([CH2:9][CH:10]3[C:18](=[O:19])[CH:17]=[C:16]4[CH:20]=[N:21][CH:22]=[CH:23][N:14]5[C:15]4=[C:11]3[CH2:12][NH:13]5)([CH2:5][CH2:6]1)[CH2:3][CH2:2]2.[ClH:24]>CO>[ClH:24].[N:1]12[CH2:2][CH2:3][C:4]([CH2:9][CH:10]3[C:18](=[O:19])[CH:17]=[C:16]4[CH:20]=[N:21][CH:22]=[CH:23][N:14]5[C:15]4=[C:11]3[CH2:12][NH:13]5)([CH2:7][CH2:8]1)[CH2:5][CH2:6]2 |f:3.4|. Procedure: 7-(Quinuclidin-4-ylmethyl)-8,9-dihydro-[1,4]diazepino[6,7,1-hi]indazol-6(7H)-one (267 mg, 0.9 mmol) from Step H above was dissolved in 1.25 M HCl in methanol and concentrated under reduced pressure to give 7-(quinuclidin-4-ylmethyl)-8,9-dihydro-[1,4]diazepino[6,7,1-hi]indazol-6(7H)-one hydrochloride as an off-white solid (299 mg, 100%): 1H NMR (500 MHz, D2O) δ 8.04 (s, 1H), 7.92 (d, J=7.0 Hz, 2H), 7.21 (t, J=8.0 Hz, 1H), 4.54 (s, 2H), 3.86 (s, 2H), 3.55 (s, 2H), 3.23 (t, J=7.5 Hz, 6H), 1.83 (t, ...